Dataset: the Open Reaction Database (ORD), a public repository of structured organic reaction records. Task: describe an organic reaction: reactants, conditions, products, and yield Starting materials: O (water), S(=O)(=O)(C)Cl (mesyl chloride), NC1=C(C=CC=C1OC1=C(C=CC=C1)Cl)CC(=O)OCC (ethyl 2-[2-amino-3-(2-chlorophenoxy)phenyl]acetate). The solvent is N1=CC=CC=C1 (pyridine), N1=CC=CC=C1 (pyridine). Yields the product S(=O)(=O)(C)NC1=C(C=CC=C1OC1=C(C=CC=C1)Cl)CC(=O)OCC (ethyl 2-[2-mesylamino-3-(2-chlorophenoxy)phenyl]acetate). Yield: 24.2%. As a reaction SMILES: [S:1](Cl)([CH3:4])(=[O:3])=[O:2].[NH2:6][C:7]1[C:12]([O:13][C:14]2[CH:19]=[CH:18][CH:17]=[CH:16][C:15]=2[Cl:20])=[CH:11][CH:10]=[CH:9][C:8]=1[CH2:21][C:22]([O:24][CH2:25][CH3:26])=[O:23].O>N1C=CC=CC=1>[S:1]([NH:6][C:7]1[C:12]([O:13][C:14]2[CH:19]=[CH:18][CH:17]=[CH:16][C:15]=2[Cl:20])=[CH:11][CH:10]=[CH:9][C:8]=1[CH2:21][C:22]([O:24][CH2:25][CH3:26])=[O:23])([CH3:4])(=[O:3])=[O:2]. Procedure details: A solution of mesyl chloride (0.95 g) in pyridine (3 ml) was added to a solution of ethyl 2-[2-amino-3-(2-chlorophenoxy)phenyl]acetate (2.3 g) in pyridine (10 ml), and the mixture was stirred for an hour. The reaction mixture was poured into water (100 ml) and extracted with diethyl ether (80 ml×2). The extract was washed with 5% hydrochloric acid (50 ml×2) and saline, dried over magnesium sulfate and then evaporated in vacuo. The oily residue (2.5 g) was crystallized by treating with ethanol an...